From a dataset of the Open Reaction Database (ORD), a public repository of structured organic reaction records. describe an organic reaction: reactants, conditions, products, and yield Procedure details: 245 mg of 2-(4-Methoxy-benzyl)-7-methyl-6-((R)-pyrrolidin-3-yloxy)-2H-isoquinolin-1-one hydrochloride were dissolved in 1.4 g trifluoroacetic acid and the mixture was heated for 2 h in a microwave oven at 150° C. Then the excess trifluoroacetic acid was distilled off in vacuo and the residue was diluted with 10 ml 1 M hydrochloric acid. The aqueous phase was washed with methylene chloride twice and then it was freeze dried to give 134 mg 7-Methyl-6-((R)-1-pyrrolidin-3-ylmethoxy)-2H-isoquinolin-1... RXN SMILES: [ClH:1].COC1C=CC(C[N:9]2[CH:18]=[CH:17][C:16]3[C:11](=[CH:12][C:13]([CH3:25])=[C:14]([O:19][C@@H:20]4[CH2:24][CH2:23][NH:22][CH2:21]4)[CH:15]=3)[C:10]2=[O:26])=CC=1.F[C:30](F)(F)C(O)=O>>[ClH:1].[CH3:25][C:13]1[CH:12]=[C:11]2[C:16]([CH:17]=[CH:18][NH:9][C:10]2=[O:26])=[CH:15][C:14]=1[O:19][CH2:20][C@@H:24]1[CH2:30][CH2:21][NH:22][CH2:23]1 |f:0.1,3.4|. Isolated yield 74.4%. Yields the product Cl.CC1=C(C=C2C=CNC(C2=C1)=O)OC[C@H]1CNCC1 (7-Methyl-6-((R)-1-pyrrolidin-3-ylmethoxy)-2H-isoquinolin-1-one hydrochloride). Starting materials: Cl.COC1=CC=C(CN2C(C3=CC(=C(C=C3C=C2)O[C@H]2CNCC2)C)=O)C=C1 (2-(4-Methoxy-benzyl)-7-methyl-6-((R)-pyrrolidin-3-yloxy)-2H-isoquinolin-1-one hydrochloride), FC(C(=O)O)(F)F (trifluoroacetic acid). Conditions: temperature 150 celsius. Starting materials: C(CCC#C)O (4-pentynol), BrC1=CC=C(C=C1)N1C=CC2=CC(=CC=C12)OS(=O)(=O)C(F)(F)F (Trifluoro-methanesulfonic acid 1-(4-bromo-phenyl)-1H-indol-5-yl ester), [Li+].[Br-] (LiBr), C(CCC#C)O (4-pentyn-1-ol). The reagents and catalysts are C1=CC=C(C=C1)P(CCP(C2=CC=CC=C2)C3=CC=CC=C3)C4=CC=CC=C4.Cl[Pd]Cl ([1,2-Bis(diphenylphosphino)ethane]dichloropalladium(II)). The solvent is N1CCCCC1 (piperidine). Run at temperature 60 celsius, time 3 hour. Yields the product BrC1=CC=C(C=C1)N1C=CC2=CC(=CC=C12)C#CCCCO (5-[1-(4-Bromo-phenyl)-1H-indol-5-yl]-pent-4-yn-1-ol). The yield is 30.3%. As a reaction SMILES: [Br:1][C:2]1[CH:7]=[CH:6][C:5]([N:8]2[C:16]3[C:11](=[CH:12][C:13](OS(C(F)(F)F)(=O)=O)=[CH:14][CH:15]=3)[CH:10]=[CH:9]2)=[CH:4][CH:3]=1.[Li+].[Br-].[CH2:27]([OH:32])[CH2:28][CH2:29][C:30]#[CH:31]>N1CCCCC1.C1C=CC(P(C2C=CC=CC=2)CCP(C2C=CC=CC=2)C2C=CC=CC=2)=CC=1.Cl[Pd]Cl>[Br:1][C:2]1[CH:7]=[CH:6][C:5]([N:8]2[C:16]3[C:11](=[CH:12][C:13]([C:31]#[C:30][CH2:29][CH2:28][CH2:27][OH:32])=[CH:14][CH:15]=3)[CH:10]=[CH:9]2)=[CH:4][CH:3]=1 |f:1.2,5.6|. Procedure: To 8.4 g (20 mmol) Trifluoro-methanesulfonic acid 1-(4-bromo-phenyl)-1H-indol-5-yl ester in 30 ml piperidine were added 2.08 g (24 mmol) LiBr, 580 mg (0.05 eq) [1,2-Bis(diphenylphosphino)ethane]dichloropalladium(II) and 2.8 ml (30 mmol) 4-pentyn-1-ol. The mixture was stirred at 60° C. for 3 h, further 0.5 ml (5.4 mmol) 4-pentynol were added and stirred at 70° C. for 1 h. The reaction mixture was concentrated and dissolved in ether and water. 2M HCl was added and the inorganic phase was extracted... Reactants: COc1ccc2c(O)c(-c3ccccc3)c(C)cc2c1, O=[N+]([O-])c1ccc(F)cc1, [H-], [Na+], CN(C)C=O. Yields the product COc1ccc2c(Oc3ccc([N+](=O)[O-])cc3)c(-c3ccccc3)c(C)cc2c1. RXN SMILES: [CH3:1][O:2][c:3]1[cH:4][c:5]2[cH:6][c:7]([CH3:20])[c:8](-[c:14]3[cH:15][cH:16][cH:17][cH:18][cH:19]3)[c:9]([OH:13])[c:10]2[cH:11][cH:12]1.[F:23][c:24]1[cH:25][cH:26][c:27]([N+:30](=[O:31])[O-:32])[cH:28][cH:29]1.[H-:21].[Na+:22].[O:33]=[CH:34][N:35]([CH3:36])[CH3:37]>>[CH3:1][O:2][c:3]1[cH:4][c:5]2[cH:6][c:7]([CH3:20])[c:8](-[c:14]3[cH:15][cH:16][cH:17][cH:18][cH:19]3)[c:9]([O:13][c:24]3[cH:25][cH:26][c:27]([N+:30](=[O:31])[O-:32])[cH:28][cH:29]3)[c:10]2[cH:11][cH:12]1. Starting materials: [H-].[Na+] (sodium hydride), NCC(CC)O (1-amino-2-butanol), NC1=C(C#N)C(=CC=C1)F (2-amino-6-fluorobenzonitrile). Solvent: O1CCOCC1 (1,4-dioxane). Reaction conditions: time 30 minute. Product: NC1=C(C#N)C(=CC=C1)OC(CC)CN (2-amino-6-(1-aminomethyl-propoxy)-benzonitrile). RXN SMILES: [NH2:1][CH2:2][CH:3]([OH:6])[CH2:4][CH3:5].[H-].[Na+].[NH2:9][C:10]1[CH:17]=[CH:16][CH:15]=[C:14](F)[C:11]=1[C:12]#[N:13]>O1CCOCC1>[NH2:9][C:10]1[CH:17]=[CH:16][CH:15]=[C:14]([O:6][CH:3]([CH2:2][NH2:1])[CH2:4][CH3:5])[C:11]=1[C:12]#[N:13] |f:1.2|. Procedure details: 2.01 g (22 mmol) 1-amino-2-butanol are dissolved in 6.5 ml 1,4-dioxane, combined with 880 mg (7.8 mmol) sodium hydride and stirred for 30 min at ambient temperature. 2 g (14.7 mmol) of 2-amino-6-fluorobenzonitrile are added to this reaction mixture and it is stirred for 24 h at 50° C. Then the solvent is eliminated in vacuo and the crude product is purified by chromatography. The carrier used is silica gel and the eluant used is dichloromethane, to which 5% of a mixture of 90% methanol and 10% s... The reactants are CN(CCC(=O)C1=C(NC2=CC=CC=C12)C)C (3-(Dimethylamino)-1-(2-methyl-1H-indol-3-yl)-1-propanone), methiodide, N1C=NC=C1 (imidazole). Product: N1(C=NC=C1)CCC(=O)C1=C(NC2=CC=CC=C12)C (3-(1H-Imidazol-1-yl)-1-(2-methyl-1H-indol-3-yl)-1-propanone). Reaction SMILES: [CH3:1][N:2]([CH3:17])[CH2:3][CH2:4][C:5]([C:7]1[C:15]2[C:10](=[CH:11][CH:12]=[CH:13][CH:14]=2)[NH:9][C:8]=1[CH3:16])=[O:6].[NH:18]1C=CN=[CH:19]1>>[N:2]1([CH2:3][CH2:4][C:5]([C:7]2[C:15]3[C:10](=[CH:11][CH:12]=[CH:13][CH:14]=3)[NH:9][C:8]=2[CH3:16])=[O:6])[CH:1]=[CH:19][N:18]=[CH:17]1. Procedure details: 3-(Dimethylamino)-1-(2-methyl-1H-indol-3-yl)-1-propanone was converted to the methiodide (1.50 g) which was then reacted with imidazole (2.67 g) to give a solid which was crystallised from methanol to give the title compound (0.65 g), m.p. 196°-197°; λmax (EtOH) 244 (ε12,920), λmax 268.5 nm (ε10,460), λmax 302.5 (ε11,400). Starting materials: CN1C([C@@H](CCC1)NC(=O)C1=CN(C2=NC=C(N=C21)C2CC2)COCC[Si](C)(C)C)=O (2-cyclopropyl-5-(2-trimethylsilanylethoxymethyl)-5H-pyrrolo[2,3-b]pyrazine-7-carboxylic acid ((R)-1-methyl-2-oxo-piperidin-3-yl)-amide), C1COCCOCCOCCOCCOCCO1 (18-crown-6), [F-].[Cs+] (cesium fluoride). The solvent is C(C)#N (acetonitrile). Yields the product CN1C([C@@H](CCC1)NC(=O)C1=CNC2=NC=C(N=C21)C2CC2)=O (2-cyclopropyl-5H-pyrrolo[2,3-b]pyrazine-7-carboxylic acid ((R)-1-methyl-2-oxo-piperidin-3-yl)-amide). Yield: 58.0%. RXN SMILES: [CH3:1][N:2]1[CH2:7][CH2:6][CH2:5][C@@H:4]([NH:8][C:9]([C:11]2[C:19]3[C:14](=[N:15][CH:16]=[C:17]([CH:20]4[CH2:22][CH2:21]4)[N:18]=3)[N:13](COCC[Si](C)(C)C)[CH:12]=2)=[O:10])[C:3]1=[O:31].C1OCCOCCOCCOCCOCCOC1.[F-].[Cs+]>C(#N)C>[CH3:1][N:2]1[CH2:7][CH2:6][CH2:5][C@@H:4]([NH:8][C:9]([C:11]2[C:19]3[C:14](=[N:15][CH:16]=[C:17]([CH:20]4[CH2:22][CH2:21]4)[N:18]=3)[NH:13][CH:12]=2)=[O:10])[C:3]1=[O:31] |f:2.3|. Reported procedure: To a solution of 2-cyclopropyl-5-(2-trimethylsilanylethoxymethyl)-5H-pyrrolo[2,3-b]pyrazine-7-carboxylic acid ((R)-1-methyl-2-oxo-piperidin-3-yl)-amide (145 mg, 0.33 mmol) in acetonitrile (14.2 mL) at room temperature was added 18-crown-6 (86.4 mg, 0.33 mmol) and cesium fluoride (497 mg, 3.27 mmol). The reaction mixture was heated to reflux temperature for 48 h then cooled to room temperature and filtered over a pad of celite. The filtrate was evaporated under vacuum and the crude residue was pa... The reactants are Cl.C1(=CC=CC=C1)[C@H]1[C@@H](C1)N ((1R,2S)-2-phenylcyclopropanamine hydrochloride), C(C)(C)(C)OC(=O)C1=C(C=CC=C1)C1=CC=C(C=C1)CN1C(=C(C2=CC(=CC=C12)C(=O)O)C)C (1-((2′-(tert-butoxycarbonyl)-[1,1′-biphenyl]-4-yl)methyl)-2,3-dimethyl-1H-indole-5-carboxylic acid). Product: CC=1N(C2=CC=C(C=C2C1C)C(N[C@H]1[C@@H](C1)C1=CC=CC=C1)=O)CC1=CC=C(C=C1)C=1C(=CC=CC1)C(=O)O (4′-((2,3-Dimethyl-5-(((1R,2S)-2-phenylcyclopropyl)carbamoyl)-1H-indol-1-yl)methyl)-[1,1′-biphenyl]-2-carboxylic acid). As a reaction SMILES: Cl.[C:2]1([C@@H:8]2[CH2:10][C@H:9]2[NH2:11])[CH:7]=[CH:6][CH:5]=[CH:4][CH:3]=1.C([O:16][C:17]([C:19]1[CH:24]=[CH:23][CH:22]=[CH:21][C:20]=1[C:25]1[CH:30]=[CH:29][C:28]([CH2:31][N:32]2[C:40]3[C:35](=[CH:36][C:37]([C:41](O)=[O:42])=[CH:38][CH:39]=3)[C:34]([CH3:44])=[C:33]2[CH3:45])=[CH:27][CH:26]=1)=[O:18])(C)(C)C>>[CH3:45][C:33]1[N:32]([CH2:31][C:28]2[CH:29]=[CH:30][C:25]([C:20]3[C:19]([C:17]([OH:18])=[O:16])=[CH:24][CH:23]=[CH:22][CH:21]=3)=[CH:26][CH:27]=2)[C:40]2[C:35]([C:34]=1[CH3:44])=[CH:36][C:37]([C:41](=[O:42])[NH:11][C@@H:9]1[CH2:10][C@H:8]1[C:2]1[CH:7]=[CH:6][CH:5]=[CH:4][CH:3]=1)=[CH:38][CH:39]=2 |f:0.1|. Procedure: The title compound was prepared following the same general protocol as described in Step 8-9, Example 1, using (1R,2S)-2-phenylcyclopropanamine hydrochloride and 1-((2′-(tert-butoxycarbonyl)-[1,1′-biphenyl]-4-yl)methyl)-2,3-dimethyl-1H-indole-5-carboxylic acid. ESI-MS (m/z): 515 [M+H]+. Procedure: To solution of the {3-(1-Benzenesulfonyl-1H-pyrrolo[2,3-b]pyridin-5-yl)-4-[2-((S)-2-hydroxy-propylamino)-pyrimidin-4-yl]-pyrazol-1-yl}-acetonitrile (C-1-6) (145 mg, 0.28 mmol) in THF (5 mL) at −40° C. was added sodium hydroxide (1.1 mL of a 10 mg/mL solution in MeOH, 0.28 mmol). The mixture was allowed to slowly warm to 0° C. After 2 hr the mixture was diluted with 10 mL THF and stirring continued at 0° C. for 2 hr. Mixture was partitioned between pH 7 phosphate buffer and ethyl acetate. The aqu... The product is O[C@H](CNC1=NC=CC(=N1)C=1C(=NN(C1)CC#N)C=1C=C2C(=NC1)NC=C2)C ([4-[2-((S)-2-Hydroxy-propylamino)-pyrimidin-4-yl]-3-(1H-pyrrolo[2,3-b]pyridin-5-yl)-pyrazol-1-yl]-acetonitrile). Run in C1CCOC1 (THF), CO (MeOH), C1CCOC1 (THF). As a reaction SMILES: C1(S([N:10]2[C:14]3=[N:15][CH:16]=[C:17]([C:19]4[C:23]([C:24]5[CH:29]=[CH:28][N:27]=[C:26]([NH:30][CH2:31][C@@H:32]([OH:34])[CH3:33])[N:25]=5)=[CH:22][N:21]([CH2:35][C:36]#[N:37])[N:20]=4)[CH:18]=[C:13]3[CH:12]=[CH:11]2)(=O)=O)C=CC=CC=1.[OH-].[Na+]>C1COCC1.CO>[OH:34][C@@H:32]([CH3:33])[CH2:31][NH:30][C:26]1[N:25]=[C:24]([C:23]2[C:19]([C:17]3[CH:18]=[C:13]4[CH:12]=[CH:11][NH:10][C:14]4=[N:15][CH:16]=3)=[N:20][N:21]([CH2:35][C:36]#[N:37])[CH:22]=2)[CH:29]=[CH:28][N:27]=1 |f:1.2|. Yield: 23.0%. Reactants: C1(=CC=CC=C1)S(=O)(=O)N1C=CC=2C1=NC=C(C2)C2=NN(C=C2C2=NC(=NC=C2)NC[C@H](C)O)CC#N ({3-(1-Benzenesulfonyl-1H-pyrrolo[2,3-b]pyridin-5-yl)-4-[2-((S)-2-hydroxy-propylamino)-pyrimidin-4-yl]-pyrazol-1-yl}-acetonitrile), [OH-].[Na+] (sodium hydroxide). Reaction conditions: temperature 0 celsius, time 2 hour. Reactants: C(C)(=O)OCC1=C(S[C@H]2N(C1C(=O)O)C([C@H]2C(CC2=CC=CC=C2)=O)=O)N (3-acetyloxymethyl-7β-phenylacetyl-amino-ceph-2-em-4ξ-carboxylic acid), C=1(C(O)=CC=CC1)OC (guaiacol). Run in FC(C(=O)O)(F)F (trifluoroacetic acid), C1(=CC=CC=C1)C (toluene). Reaction conditions: time 15 minute. Yields the product OC1=C(C=C(CC2=C(S[C@H]3N(C2C(=O)O)C([C@H]3C(CC3=CC=CC=C3)=O)=O)N)C=C1)OC (3-(4-hydroxy-3-methoxy-benzyl)-7β-phenylacetyl-amino-ceph-2-em-4ξ-carboxylic acid). RXN SMILES: C(O[CH2:5][C:6]1[CH:11]([C:12]([OH:14])=[O:13])[N:10]2[C:15](=[O:26])[C@@H:16]([C:17](=[O:25])[CH2:18][C:19]3[CH:24]=[CH:23][CH:22]=[CH:21][CH:20]=3)[C@H:9]2[S:8][C:7]=1[NH2:27])(=O)C.[C:28]1([O:35][CH3:36])[C:29](=[CH:31][CH:32]=[CH:33][CH:34]=1)[OH:30]>FC(F)(F)C(O)=O.C1(C)C=CC=CC=1>[OH:30][C:29]1[CH:31]=[CH:32][C:33]([CH2:5][C:6]2[CH:11]([C:12]([OH:14])=[O:13])[N:10]3[C:15](=[O:26])[C@@H:16]([C:17](=[O:25])[CH2:18][C:19]4[CH:24]=[CH:23][CH:22]=[CH:21][CH:20]=4)[C@H:9]3[S:8][C:7]=2[NH2:27])=[CH:34][C:28]=1[O:35][CH3:36]. Reported procedure: 11.7 Grams of 3-acetyloxymethyl-7β-phenylacetyl-amino-ceph-2-em-4ξ-carboxylic acid are dissolved in a solution of 18.6 g of guaiacol in 300 ml of trifluoroacetic acid and the mixture is left to stand to 15 minutes at room temperature, then diluted with an equal volume of toluene and evaporated under reduced pressure. The residue is partitioned between ethyl acetate and an aqueous dipotassium hydrogen phosphate buffer solution (pH 7.5) and the layers are separated. The aqueous layer is thoroughly... Starting materials: CCO, CCOC(=O)c1c(-c2ccc(OC)cc2)c(-c2ccc(OC)cc2)nn(CC(C)C)c1=O, [Na+], [OH-]. The product is COc1ccc(-c2nn(CC(C)C)c(=O)c(C(=O)O)c2-c2ccc(OC)cc2)cc1. RXN SMILES: [CH3:35][CH2:36][OH:37].[CH3:3][O:4][c:5]1[cH:6][cH:7][c:8](-[c:11]2[c:12]([C:30](=[O:31])[O:32][CH2:33][CH3:34])[c:13](=[O:29])[n:14]([CH2:25][CH:26]([CH3:27])[CH3:28])[n:15][c:16]2-[c:17]2[cH:18][cH:19][c:20]([O:23][CH3:24])[cH:21][cH:22]2)[cH:9][cH:10]1.[Na+:2].[OH-:1]>>[CH3:3][O:4][c:5]1[cH:6][cH:7][c:8](-[c:11]2[c:12]([C:30](=[O:31])[OH:32])[c:13](=[O:29])[n:14]([CH2:25][CH:26]([CH3:27])[CH3:28])[n:15][c:16]2-[c:17]2[cH:18][cH:19][c:20]([O:23][CH3:24])[cH:21][cH:22]2)[cH:9][cH:10]1.